Dataset: the Open Reaction Database (ORD), a public repository of structured organic reaction records. Task: describe an organic reaction: reactants, conditions, products, and yield Reactants: C(C)(C)N (isopropylamine), C(Cl)C1CO1 (Epichlorohydrin), CS(=O)(=O)C=1C(=CC(=CC1)O)C (4-(methylsulfonyl)-m-cresol), [OH-].[Na+] (sodium hydroxide), C(C)(C)NCC(COC=1C=C(C=CC1S(=O)(=O)C)C)O (1-(isopropylamino)-3-[4-(methylsulfonyl)-m-tolyloxy]-2-propanol), C(Cl)C1CO1 (epichlorohydrin). Solvent: C(C)O (ethanol), O (water), O (water). Run at time 24 hour. Product: Cl.C(C)(C)NCC(COC=1C=C(C=CC1S(=O)(=O)C)C)O (1-(ISOPROPYLAMINO)-3-[4-(METHYLSULFONYL)-m-TOLYLOXY]-2-PROPANOL HYDROCHLORIDE). As a reaction SMILES: [CH:1]([NH:4][CH2:5][CH:6]([OH:20])[CH2:7][O:8][C:9]1[CH:10]=[C:11]([CH3:19])[CH:12]=[CH:13][C:14]=1[S:15]([CH3:18])(=[O:17])=[O:16])([CH3:3])[CH3:2].C(C1OC1)[Cl:22].CS(C1C(C)=CC(O)=CC=1)(=O)=O.[OH-].[Na+].C(N)(C)C>O.C(O)C>[ClH:22].[CH:1]([NH:4][CH2:5][CH:6]([OH:20])[CH2:7][O:8][C:9]1[CH:10]=[C:11]([CH3:19])[CH:12]=[CH:13][C:14]=1[S:15]([CH3:18])(=[O:16])=[O:17])([CH3:3])[CH3:2] |f:3.4,8.9|. Procedure details: A modification of the procedure for preparing 1-(isopropylamino)-3-[4-(methylsulfonyl)-m-tolyloxy]-2-propanol employing aqueous sodium hydroxide as the reaction medium follows. Epichlorohydrin (37 g., 0.4 mole) is added portionwise in 5 min. to a solution of 4-(methylsulfonyl)-m-cresol (0.2 mole) and sodium hydroxide (13 g., 0.32 mole) in 250 ml. of water at 30° C. Stirring is continued for 24 hr. and the final pH of the solution is 8-8.5. The reaction mixture extracted with two 250 ml. portions... Reactants: CNC (dimethylamine), C=O (formaldehyde), COC1=C(C=CC(=C1)C=O)O (4-hydroxy-3-methoxybenzaldehyde (vanillin)). The solvent is C(C)O (ethanol). Conditions: time 24 hour. The product is CN(C)CC=1C=C(C=O)C=C(C1O)OC (3-[(dimethylamino)methyl]-4-hydroxy-5-methoxybenzaldehyde). RXN SMILES: [CH3:1][NH:2][CH3:3].[CH2:4]=O.[CH3:6][O:7][C:8]1[CH:13]=[C:12]([CH:14]=[O:15])[CH:11]=[CH:10][C:9]=1[OH:16]>C(O)C>[CH3:1][N:2]([CH2:4][C:10]1[CH:11]=[C:12]([CH:13]=[C:8]([O:7][CH3:6])[C:9]=1[OH:16])[CH:14]=[O:15])[CH3:3]. Reported procedure: 18.0 g (0.15 mol) of a 40% aqueous dimethylamine solution were added to 12.0 g (0.15 mol) of a 37% aqueous formaldehyde solution in 90 ml of ethanol. Then 15.2 g (0.10 mol) of 4-hydroxy-3-methoxybenzaldehyde (vanillin) were added. The reaction mixture was refluxed for 30 minutes and stirred for a further 24 hours at room temperature. Then the reaction mixture was left to stand overnight in the refrigerator at 0 to 5° C. The precipitated solid was filtered out, washed with ice-cold acetone and dr... Reactants: C(Cl)Cl (DCM), [N+](=O)([O-])C1=C(C(=O)OCC)C=CC=C1 (ethyl 2-nitrobenzoate), [Cl-].[NH4+] (ammonium chloride), C1CCOC1 (THF). The reagents and catalysts are [Zn] (zinc). Run in O (water), O (water). Reaction conditions: time 2 hour. Product: ONC1=C(C(=O)OCC)C=CC=C1 (ethyl 2-(hydroxyamino)benzoate). Isolated yield 50.0%. Reaction SMILES: [N+:1]([C:4]1[CH:14]=[CH:13][CH:12]=[CH:11][C:5]=1[C:6]([O:8][CH2:9][CH3:10])=[O:7])([O-])=[O:2].[Cl-].[NH4+].C1COCC1.C(Cl)Cl>O.[Zn]>[OH:2][NH:1][C:4]1[CH:14]=[CH:13][CH:12]=[CH:11][C:5]=1[C:6]([O:8][CH2:9][CH3:10])=[O:7] |f:1.2|. Procedure details: To a stirring solution of ethyl 2-nitrobenzoate (32.0 g, 0.164 mol), ammonium chloride (22.28 g, 0.416 mol) in solvent mixture of water (240 mL) and THF (288 mL) was added zinc powder (26.8 g, 0.410 mol) slowly at 0° C. Reaction mixture was stirred at 0° C.-10° C. for 2 h. Reaction mixture was then diluted with water followed by DCM and filtered through Hyflow bed. The organic layer was separated and distilled out to get crude product which was column purified using 0-5% EtOAC in hexane to get t... As a reaction SMILES: Br[CH2:2][C:3]1[CH:8]=[CH:7][N:6]=[CH:5][CH:4]=1.C([O-])([O-])=O.[K+].[K+].C1(O)C=CC=CC=1.[OH:22][C@@H:23]([C:34]1[CH:39]=[CH:38][CH:37]=[C:36]([OH:40])[CH:35]=1)[CH2:24][CH2:25][NH:26][C:27](=[O:33])[O:28][C:29]([CH3:32])([CH3:31])[CH3:30]>CC(C)=O.CCOC(C)=O.O>[OH:22][C@@H:23]([C:34]1[CH:39]=[CH:38][CH:37]=[C:36]([O:40][CH2:2][C:3]2[CH:8]=[CH:7][N:6]=[CH:5][CH:4]=2)[CH:35]=1)[CH2:24][CH2:25][NH:26][C:27](=[O:33])[O:28][C:29]([CH3:32])([CH3:31])[CH3:30] |f:1.2.3|. Solvent: CC(=O)C (acetone), CCOC(=O)C (EtOAc), O (water). Run at time 8 hour. Product: O[C@H](CCNC(OC(C)(C)C)=O)C1=CC(=CC=C1)OCC1=CC=NC=C1 ((R)-tert-butyl (3-hydroxy-3-(3-(pyridin-4-ylmethoxy)phenyl)propyl)carbamate). The reactants are BrCC1=CC=NC=C1 (4-(Bromomethyl)pyridine), C(=O)([O-])[O-].[K+].[K+] (K2CO3), C1(=CC=CC=C1)O (phenol), O[C@H](CCNC(OC(C)(C)C)=O)C1=CC(=CC=C1)O ((R)-tert-butyl 3-hydroxy-3-(3-hydroxyphenyl)propylcarbamate). Procedure: 4-(Bromomethyl)pyridine (298 mg, 1.17 mmol) and K2CO3 (774 mg, 5.61 mmol) were added to a solution of phenol (7, Intermediate I) (300 mg, 1.12 mmol) in acetone (20 mL). The reaction mixture was stirred overnight at ambient temperature, diluted with EtOAc and water. The organic layer was washed with 5% aq. NaOH, dried over anhydrous Na2SO4 and concentrated under reduced pressure. Purification by flash chromatography (50% EtOAc:hexane) gave (R)-tert-butyl (3-hydroxy-3-(3-(pyridin-4-ylmethoxy)pheny... Starting materials: C(C)(C)N(CC)C(C)C (diisopropylethylamine), CN(CCCN=C=NCC)C (1-(3-dimethylaminopropyl)-3-ethylcarbodiimide), ClCCl (dichloromethane), C1(=CC=CC=C1)C1([C@@H]2CNC[C@@H]2[C@@H](CC1)F)C1=CC=CC=C1 ((3aR,7R,7aR)-4,4-diphenyl-7-fluoroperhydroisoindole), CN(CCCOC1=C(C=CC=C1)CC(=O)O)C (2-(3-dimethylaminopropoxy)phenylacetic acid), ON1N=NC2=C1C=CC=C2 (1-hydroxybenzotriazole), ClCCl (dichloromethane). Conditions: temperature 0 celsius, time 3 hour. The product is Cl.CN(CCCOC1=C(C=CC=C1)CC(=O)N1C[C@@H]2[C@@H](CCC([C@@H]2C1)(C1=CC=CC=C1)C1=CC=CC=C1)F)C ((3aR,7R,7aR)-2-{[2-(3-dimethylaminopropoxy)phenyl]acetyl}-4,4-diphenyl-7-fluoroperhydroisoindole hydrochloride). As a reaction SMILES: CN(C)CCCN=C=NCC.[C:12]1([C:18]2([C:28]3[CH:33]=[CH:32][CH:31]=[CH:30][CH:29]=3)[CH2:26][CH2:25][C@@H:24]([F:27])[C@@H:23]3[C@H:19]2[CH2:20][NH:21][CH2:22]3)[CH:17]=[CH:16][CH:15]=[CH:14][CH:13]=1.[CH3:34][N:35]([CH3:50])[CH2:36][CH2:37][CH2:38][O:39][C:40]1[CH:45]=[CH:44][CH:43]=[CH:42][C:41]=1[CH2:46][C:47](O)=[O:48].ON1C2C=CC=CC=2N=N1.C(N(C(C)C)CC)(C)C.[Cl:70]CCl>>[ClH:70].[CH3:50][N:35]([CH3:34])[CH2:36][CH2:37][CH2:38][O:39][C:40]1[CH:45]=[CH:44][CH:43]=[CH:42][C:41]=1[CH2:46][C:47]([N:21]1[CH2:20][C@@H:19]2[C@@H:23]([C@H:24]([F:27])[CH2:25][CH2:26][C:18]2([C:12]2[CH:17]=[CH:16][CH:15]=[CH:14][CH:13]=2)[C:28]2[CH:29]=[CH:30][CH:31]=[CH:32][CH:33]=2)[CH2:22]1)=[O:48] |f:6.7|. Procedure: A solution of 0.5 g of 1-(3-dimethylaminopropyl)-3-ethylcarbodiimide in 50 cm3 of dry dichloromethane is added over 10 minutes to a solution, cooled to +4° C., of 0.72 g of (3aR,7R,7aR)-4,4-diphenyl-7-fluoroperhydroisoindole, 0.5 g of 2-(3-dimethylaminopropoxy)phenylacetic acid, 0.03 g of 1-hydroxybenzotriazole in 75 cm3 of dichloromethane, followed by 0.37 cm3 of diisopropylethylamine. The reaction mixture is stirred for 3 hours at 0° C. and then washed twice with 50 cm3 of water and twice with...